From a dataset of the Open Reaction Database (ORD), a public repository of structured organic reaction records. describe an organic reaction: reactants, conditions, products, and yield Starting materials: N1=C(Cl)N=C(Cl)N=C1Cl (Cyanuric chloride), ClCCl (dichloromethane), O (water), CNC (dimethylamine). Run in COCCOC (ethylene glycol dimethyl ether). Run at temperature -5 celsius, time 2 hour. The product is ClC1=NC(=NC(=N1)Cl)N(C)C (2,4-dichloro-6-dimethylamino-1,3,5-triazine). The yield is 95.6%. RXN SMILES: [N:1]1[C:8]([Cl:9])=[N:7][C:5](Cl)=[N:4][C:2]=1[Cl:3].[CH3:10][NH:11][CH3:12].ClCCl.O>COCCOC>[Cl:9][C:8]1[N:1]=[C:2]([Cl:3])[N:4]=[C:5]([N:11]([CH3:12])[CH3:10])[N:7]=1. Procedure: Cyanuric chloride (11.0 g, 59.6 mmol) was dissolved in ethylene glycol dimethyl ether (100 ml), cooled to -5° C. and gradually added dropwise with 50% aqueous dimethylamine solution (10.8 ml, 120 mmol). This reaction mixture was stirred at the same temperature for 2 hours and then stirred at room temperature overnight. The reaction mixture was evaporated under reduced pressure. The residue obtained was added with dichloromethane and water, and then was shaken for mixing. The organic layer was se...